This data is from the Open Reaction Database (ORD), a public repository of structured organic reaction records. The task is: describe an organic reaction: reactants, conditions, products, and yield Reactants: C[N+](C)(C)Cc1ccccc1, C1COCCO1, CO, C=CC(=O)NC(C)(C)c1ccc(Cl)cc1, [OH-], O=Cc1c[nH]cn1. RXN SMILES: [CH2:24]([N+:25]([CH3:26])([CH3:27])[CH3:28])[c:29]1[cH:30][cH:31][cH:32][cH:33][cH:34]1.[CH2:35]1[O:36][CH2:37][CH2:38][O:39][CH2:40]1.[CH3:41][OH:42].[Cl:1][c:2]1[cH:3][cH:4][c:5]([C:8]([CH3:9])([CH3:10])[NH:11][C:12]([CH:13]=[CH2:14])=[O:15])[cH:6][cH:7]1.[OH-:23].[nH:16]1[cH:17][n:18][c:19]([CH:21]=[O:22])[cH:20]1>>[Cl:1][c:2]1[cH:3][cH:4][c:5]([C:8]([CH3:9])([CH3:10])[NH:11][C:12]([CH2:13][CH2:14][n:16]2[cH:17][n:18][c:19]([CH:21]=[O:22])[cH:20]2)=[O:15])[cH:6][cH:7]1. Yields the product CC(C)(NC(=O)CCn1cnc(C=O)c1)c1ccc(Cl)cc1. The reactants are CC=1NC2=C(N1)C=CC=C2 (2-methylbenzimidazole), C(C)OCCCl (2-chloroethyl ethyl ether). The product is C(C)OCCN1C(=NC2=C1C=CC=C2)C (1-(2-Ethoxyethyl)-2-methyl-1H-benzimidazole). The yield is 82.0%. RXN SMILES: [CH3:1][C:2]1[NH:3][C:4]2[CH:10]=[CH:9][CH:8]=[CH:7][C:5]=2[N:6]=1.[CH2:11]([O:13][CH2:14][CH2:15]Cl)[CH3:12]>>[CH2:11]([O:13][CH2:14][CH2:15][N:3]1[C:4]2[CH:10]=[CH:9][CH:8]=[CH:7][C:5]=2[N:6]=[C:2]1[CH3:1])[CH3:12]. Reported procedure: 1-(2-Ethoxyethyl)-2-methyl-1H-benzimidazole was synthesized as in Synthesis Example 1 except that an equimolar amount of 2-methylbenzimidazole was used instead of benzimidazole, and an equimolar amount of 2-chloroethyl ethyl ether was used instead of 2-chloroethyl methyl ether. Yield 82%. Reactants: [Al+3], COC(=O)c1cc2cc(OC)c(OCc3ccccc3)cc2[nH]1, [H-], [H-], [H-], [H-], [Li+], [Na+], C1CCOC1, [OH-], O. Yields the product COc1cc2cc(C=O)[nH]c2cc1OCc1ccccc1. Reaction SMILES: [Al+3:25].[CH3:1][O:2][C:3](=[O:4])[c:5]1[nH:6][c:7]2[cH:8][c:9]([O:16][CH2:17][c:18]3[cH:19][cH:20][cH:21][cH:22][cH:23]3)[c:10]([O:14][CH3:15])[cH:11][c:12]2[cH:13]1.[H-:24].[H-:27].[H-:28].[H-:29].[Li+:26].[Na+:32].[O:33]1[CH2:34][CH2:35][CH2:36][CH2:37]1.[OH-:31].[OH2:30]>>[O:2]=[CH:3][c:5]1[nH:6][c:7]2[cH:8][c:9]([O:16][CH2:17][c:18]3[cH:19][cH:20][cH:21][cH:22][cH:23]3)[c:10]([O:14][CH3:15])[cH:11][c:12]2[cH:13]1. The reactants are CCO, CNC1C=Cc2ccccc2CC1. The product is CNC1CCc2ccccc2CC1. Reaction SMILES: [CH3:14][CH2:15][OH:16].[CH3:1][NH:2][CH:3]1[CH2:4][CH2:5][c:6]2[c:7]([cH:10][cH:11][cH:12][cH:13]2)[CH:8]=[CH:9]1>>[CH3:1][NH:2][CH:3]1[CH2:4][CH2:5][c:6]2[c:7]([cH:10][cH:11][cH:12][cH:13]2)[CH2:8][CH2:9]1. Reaction SMILES: [NH2:1][C:2]1[N:7]=[CH:6][C:5]([N:8]([CH2:22][C:23](O)=[O:24])[S:9]([C:12]2[CH:17]=[CH:16][C:15]([C:18]([CH3:21])([CH3:20])[CH3:19])=[CH:14][CH:13]=2)(=[O:11])=[O:10])=[CH:4][CH:3]=1.[CH2:26]([NH:28][CH2:29][C:30]1[CH:35]=[CH:34][CH:33]=[C:32]([CH3:36])[N:31]=1)[CH3:27]>>[NH2:1][C:2]1[N:7]=[CH:6][C:5]([N:8]([S:9]([C:12]2[CH:17]=[CH:16][C:15]([C:18]([CH3:20])([CH3:21])[CH3:19])=[CH:14][CH:13]=2)(=[O:10])=[O:11])[CH2:22][C:23]([N:28]([CH2:26][CH3:27])[CH2:29][C:30]2[CH:35]=[CH:34][CH:33]=[C:32]([CH3:36])[N:31]=2)=[O:24])=[CH:4][CH:3]=1. The product is NC1=CC=C(C=N1)N(CC(=O)N(CC1=NC(=CC=C1)C)CC)S(=O)(=O)C1=CC=C(C=C1)C(C)(C)C (2-[(6-Amino-pyridin-3-yl)-(4-tert-butyl-benzenesulfonyl)-amino]-N-ethyl-N-(6-methyl-pyridin-2-ylmethyl)-acetamide). The reactants are NC1=CC=C(C=N1)N(S(=O)(=O)C1=CC=C(C=C1)C(C)(C)C)CC(=O)O ([(6-amino-pyridin-3-yl)-(4-tert-butyl-benzenesulfonyl)-amino]-acetic acid), C(C)NCC1=NC(=CC=C1)C (ethyl-(6-methyl-pyridin-2-ylmethyl)-amine). Reported procedure: prepared by reaction of [(6-amino-pyridin-3-yl)-(4-tert-butyl-benzenesulfonyl)-amino]-acetic acid with ethyl-(6-methyl-pyridin-2-ylmethyl)-amine